Dataset: the Open Reaction Database (ORD), a public repository of structured organic reaction records. Task: describe an organic reaction: reactants, conditions, products, and yield The reactants are CCN(CC)C(=O)N1CC2CCC1CN2C, CN1CC2CCC1CN2, CCOC(=O)Cl, Cl, Cl, Cl, Cl, Cl. Product: CCOC(=O)N1CC2CCC1CN2C. Reaction SMILES: [CH2:20]([N:21]([CH2:22][CH3:23])[C:24]([N:25]1[CH2:26][CH:27]2[CH2:28][CH2:29][CH:30]1[CH2:31][N:32]2[CH3:33])=[O:34])[CH3:35].[CH3:3][N:4]1[CH:5]2[CH2:6][NH:7][CH:8]([CH2:9]1)[CH2:10][CH2:11]2.[Cl:12][C:13](=[O:14])[O:15][CH2:16][CH3:17].[ClH:18].[ClH:19].[ClH:1].[ClH:2].[ClH:36]>>[CH3:3][N:4]1[CH:5]2[CH2:6][N:7]([C:13](=[O:14])[O:15][CH2:16][CH3:17])[CH:8]([CH2:9]1)[CH2:10][CH2:11]2. Reactants: B, CO, O=Cc1ccccc1, Cc1cc(N(CCCN)CC(=O)NCCc2ccc3c(c2)OCO3)nc(-n2ccnc2)n1, c1ccncc1. Product: Cc1cc(N(CCCNCc2ccccc2)CC(=O)NCCc2ccc3c(c2)OCO3)nc(-n2ccnc2)n1. RXN SMILES: [BH3:47].[CH3:48][OH:49].[CH:33](=[O:34])[c:35]1[cH:36][cH:37][cH:38][cH:39][cH:40]1.[NH2:1][CH2:2][CH2:3][CH2:4][N:5]([CH2:6][C:7](=[O:8])[NH:9][CH2:10][CH2:11][c:12]1[cH:13][c:14]2[c:15]([cH:19][cH:20]1)[O:16][CH2:17][O:18]2)[c:21]1[n:22][c:23](-[n:28]2[cH:29][n:30][cH:31][cH:32]2)[n:24][c:25]([CH3:27])[cH:26]1.[n:41]1[cH:42][cH:43][cH:44][cH:45][cH:46]1>>[NH:1]([CH2:2][CH2:3][CH2:4][N:5]([CH2:6][C:7](=[O:8])[NH:9][CH2:10][CH2:11][c:12]1[cH:13][c:14]2[c:15]([cH:19][cH:20]1)[O:16][CH2:17][O:18]2)[c:21]1[n:22][c:23](-[n:28]2[cH:29][n:30][cH:31][cH:32]2)[n:24][c:25]([CH3:27])[cH:26]1)[CH2:33][c:35]1[cH:36][cH:37][cH:38][cH:39][cH:40]1.